From a dataset of the Open Reaction Database (ORD), a public repository of structured organic reaction records. describe an organic reaction: reactants, conditions, products, and yield Starting materials: C1COCCN1, CN1CCCC1=O, CCN(C(C)C)C(C)C, COc1c(Cl)cnc2[nH]c(-c3ccc(OCCCl)cc3)nc12. Product: COc1c(Cl)cnc2[nH]c(-c3ccc(OCCN4CCOCC4)cc3)nc12. As a reaction SMILES: [CH2:23]1[CH2:24][O:25][CH2:26][CH2:27][NH:28]1.[CH3:38][N:39]1[CH2:40][CH2:41][CH2:42][C:43]1=[O:44].[CH:29]([N:30]([CH2:31][CH3:32])[CH:33]([CH3:34])[CH3:35])([CH3:36])[CH3:37].[Cl:1][c:2]1[c:3]([O:21][CH3:22])[c:4]2[c:5]([n:6][cH:7]1)[nH:8][c:9](-[c:11]1[cH:12][cH:13][c:14]([O:17][CH2:18][CH2:19][Cl:20])[cH:15][cH:16]1)[n:10]2>>[Cl:1][c:2]1[c:3]([O:21][CH3:22])[c:4]2[c:5]([n:6][cH:7]1)[nH:8][c:9](-[c:11]1[cH:12][cH:13][c:14]([O:17][CH2:18][CH2:19][N:28]3[CH2:23][CH2:24][O:25][CH2:26][CH2:27]3)[cH:15][cH:16]1)[n:10]2. Reactants: COc1cc(Br)ccc1Cl, CC(C)(C)[O-], Cc1ccccc1, Cc1ccccc1-c1ccccc1P(C1CCCCC1)C1CCCCC1, CC(=O)c1ccccc1Cl, [Na+], CC(=O)[O-], CC(=O)[O-], [Pd+2]. The product is COc1cc(CC(=O)c2ccccc2Cl)ccc1Cl. RXN SMILES: [Br:11][c:12]1[cH:13][c:14]([O:19][CH3:20])[c:15]([Cl:18])[cH:16][cH:17]1.[CH3:21][C:22]([CH3:23])([O-:24])[CH3:25].[CH3:53][c:54]1[cH:55][cH:56][cH:57][cH:58][cH:59]1.[CH:27]1([P:28]([CH:29]2[CH2:30][CH2:31][CH2:32][CH2:33][CH2:34]2)[c:35]2[cH:36][cH:37][cH:38][cH:39][c:40]2-[c:41]2[cH:42][cH:43][cH:44][cH:45][c:46]2[CH3:47])[CH2:48][CH2:49][CH2:50][CH2:51][CH2:52]1.[Cl:1][c:2]1[c:3]([C:8]([CH3:9])=[O:10])[cH:4][cH:5][cH:6][cH:7]1.[Na+:26].[O-:61][C:62]([CH3:63])=[O:64].[O-:65][C:66]([CH3:67])=[O:68].[Pd+2:60]>>[Cl:1][c:2]1[c:3]([C:8]([CH2:9][c:12]2[cH:13][c:14]([O:19][CH3:20])[c:15]([Cl:18])[cH:16][cH:17]2)=[O:10])[cH:4][cH:5][cH:6][cH:7]1. Starting materials: COC=1C=C(C=CC1OC)CCCO (3-(3,4-dimethoxyphenyl)propan-1-ol), CS(=O)(=O)Cl (methanesulfonyl chloride). Run in C(C)N(CC)CC (triethylamine), ClCCl (dichloromethane). Reaction conditions: time 8 hour. Product: S(C)(=O)(=O)OCCCC1=CC(=C(C=C1)OC)OC (3-(3,4-dimethoxyphenyl)propan-1-ol mesylate). As a reaction SMILES: [CH3:1][O:2][C:3]1[CH:4]=[C:5]([CH2:11][CH2:12][CH2:13][OH:14])[CH:6]=[CH:7][C:8]=1[O:9][CH3:10].[CH3:15][S:16](Cl)(=[O:18])=[O:17]>C(N(CC)CC)C.ClCCl>[S:16]([O:14][CH2:13][CH2:12][CH2:11][C:5]1[CH:6]=[CH:7][C:8]([O:9][CH3:10])=[C:3]([O:2][CH3:1])[CH:4]=1)(=[O:18])(=[O:17])[CH3:15]. Reported procedure: To a solution of 3-(3,4-dimethoxyphenyl)propan-1-ol (2.35 g) in triethylamine (2.5 mL) and dichloromethane (50 mL) stirred at a temperature close to 0° C. is added dropwise methanesulfonyl chloride (1.7 mL). The mixture is stirred overnight, concentrated under reduced pressure, dissolved in ethyl acetate. The organic layer is washed successively with water, a 0.1N aqueous hydrochloric solution, a saturated aqueous sodium hydrogenocarbonate solution and water, dried over magnesium sulphate, conce... Reaction conditions: time 8 hour. Isolated yield 59.3%. As a reaction SMILES: C([O:3][C:4](=[O:28])[CH2:5][N:6]1[N:15]=[C:14]([CH2:16][C:17]2[C:22]([Cl:23])=[CH:21][N:20]=[CH:19][C:18]=2[Cl:24])[C:13]2[C:8](=[CH:9][C:10]([O:25][CH3:26])=[CH:11][CH:12]=2)[C:7]1=[O:27])C.[OH-].[Na+]>C(O)C>[Cl:24][C:18]1[CH:19]=[N:20][CH:21]=[C:22]([Cl:23])[C:17]=1[CH2:16][C:14]1[C:13]2[C:8](=[CH:9][C:10]([O:25][CH3:26])=[CH:11][CH:12]=2)[C:7](=[O:27])[N:6]([CH2:5][C:4]([OH:28])=[O:3])[N:15]=1 |f:1.2|. The product is ClC=1C=NC=C(C1CC1=NN(C(C2=CC(=CC=C12)OC)=O)CC(=O)O)Cl ([4-(3,5-Dichloro-pyridin-4-ylmethyl)-7-methoxy-1-oxo-1H-phthalazin-2-yl]-acetic acid). Solvent: C(C)O (ethanol). The reactants are C(C)OC(CN1C(C2=CC(=CC=C2C(=N1)CC1=C(C=NC=C1Cl)Cl)OC)=O)=O ([4-(3,5-dichloro-pyridin-4-ylmethyl)-7-methoxy-1-oxo-1H-phthalazin-2-yl]-acetic acid ethyl ester), [OH-].[Na+] (NaOH). Reported procedure: A suspension of [4-(3,5-dichloro-pyridin-4-ylmethyl)-7-methoxy-1-oxo-1H-phthalazin-2-yl]-acetic acid ethyl ester (0.65 g, 1.54 mmoles), prepared as described in example 44, in ethanol (30 ml) was added with concentrated NaOH (3 ml). The mixture was stirred overnight at room temperature, then dried, taken up in water and washed twice with CH2Cl2. The aqueous phase was acidified with concentrated HCl. The precipitate was filtered and dried over P2O5 at 60° C., then crystallised from CH3OH (25 ml) ... The reactants are NCC=1C(=C(C=2N(N1)C(=CC2)CC)C=2C=NC=C(C2)C)CCCCC(=O)OCC (ethyl 5-[2-(aminomethyl)-7-ethyl-4-(5-methyl-3-pyridinyl)pyrrolo[1,2-b]pyridazin-3-yl]pentanoate), N1=CC=CC=C1 (pyridine), CS(=O)(=O)Cl (methanesulfonyl chloride). The solvent is C(Cl)(Cl)Cl (chloroform), ClCCl (dichloromethane). Run at time 1 hour. The product is C(C)C1=CC=C2N1N=C(C(=C2C=2C=NC=C(C2)C)CCCCC(=O)OCC)CNS(=O)(=O)C (ethyl 5-(7-ethyl-4-(5-methyl-3-pyridinyl)-2-{[(methylsulfonyl)amino]methyl}pyrrolo[1,2-b]pyridazin-3-yl)pentanoate). Yield: 65.5%. As a reaction SMILES: [NH2:1][CH2:2][C:3]1[C:4]([CH2:21][CH2:22][CH2:23][CH2:24][C:25]([O:27][CH2:28][CH3:29])=[O:26])=[C:5]([C:14]2[CH:15]=[N:16][CH:17]=[C:18]([CH3:20])[CH:19]=2)[C:6]2[N:7]([C:9]([CH2:12][CH3:13])=[CH:10][CH:11]=2)[N:8]=1.N1C=CC=CC=1.[CH3:36][S:37](Cl)(=[O:39])=[O:38]>ClCCl.C(Cl)(Cl)Cl>[CH2:12]([C:9]1[N:7]2[N:8]=[C:3]([CH2:2][NH:1][S:37]([CH3:36])(=[O:39])=[O:38])[C:4]([CH2:21][CH2:22][CH2:23][CH2:24][C:25]([O:27][CH2:28][CH3:29])=[O:26])=[C:5]([C:14]3[CH:15]=[N:16][CH:17]=[C:18]([CH3:20])[CH:19]=3)[C:6]2=[CH:11][CH:10]=1)[CH3:13]. Reported procedure: To a solution of ethyl 5-[2-(aminomethyl)-7-ethyl-4-(5-methyl-3-pyridinyl)pyrrolo[1,2-b]pyridazin-3-yl]pentanoate (80 mg) and pyridine (1 mL) in dichloromethane (2 mL) was added methanesulfonyl chloride (34.8 mg) under ice-water cooling and the mixture was stirred at ambient temperature for 1 hour. The solution was diluted with chloroform, washed with saturated sodium bicarbonate solution and brine, dried over magnesium sulfate, and evaporated in vacuo. The residue was purified by preparative si...